Dataset: the Open Reaction Database (ORD), a public repository of structured organic reaction records. Task: describe an organic reaction: reactants, conditions, products, and yield Isolated yield 74.7%. RXN SMILES: [CH3:1][O:2][C:3](=[O:25])[CH:4]([N:11]1[CH2:16][CH2:15][N:14]([C:17]2[CH:22]=[CH:21][C:20]([NH2:23])=[CH:19][C:18]=2[F:24])[CH2:13][CH2:12]1)[C:5]1[CH:10]=[CH:9][CH:8]=[CH:7][CH:6]=1.[CH3:26][CH:27]([CH3:33])[CH2:28][CH2:29][C:30](Cl)=[O:31]>C(Cl)Cl>[CH3:1][O:2][C:3](=[O:25])[CH:4]([N:11]1[CH2:12][CH2:13][N:14]([C:17]2[CH:22]=[CH:21][C:20]([NH:23][C:30](=[O:31])[CH2:29][CH2:28][CH:27]([CH3:33])[CH3:26])=[CH:19][C:18]=2[F:24])[CH2:15][CH2:16]1)[C:5]1[CH:10]=[CH:9][CH:8]=[CH:7][CH:6]=1. Starting materials: COC(C(C1=CC=CC=C1)N1CCN(CC1)C1=C(C=C(C=C1)N)F)=O ([4-(4-amino-2-fluoro-phenyl)-piperazin-1-yl]-phenyl-acetic acid methyl ester), CC(CCC(=O)Cl)C (4-methylvaleroyl chloride), TEA. Conditions: time 16 hour. Run in C(Cl)Cl (DCM). Yields the product COC(C(C1=CC=CC=C1)N1CCN(CC1)C1=C(C=C(C=C1)NC(CCC(C)C)=O)F)=O ({4-[2-Fluoro-4-(4-methyl-pentanoylamino)-phenyl]-piperazin-1-yl}-phenyl-acetic acid methyl ester). Reported procedure: A solution of [4-(4-amino-2-fluoro-phenyl)-piperazin-1-yl]-phenyl-acetic acid methyl ester (35 mg, 0.10 mmol) in DCM (2 mL) was treated with 4-methylvaleroyl chloride (15 mg, 0.11 mmol) followed by TEA (16 μL, 0.11 mmol). After 16 h, the mixture was purified directly by PTLC to give a beige solid (33 mg, 73%). MS (ESI): mass calcd. for C25H32FN3O3, 441.55; m/z found, 442.5 [M+H]+. 1H NMR (CDCl3): 7.46-7.44 (m, 2H), 7.42-7.39 (m, 1H), 7.36-7.32 (m, 3H), 7.05-7.03 (m, 1H), 6.98 (br s, 1H), 6.88-6....